From a dataset of the Open Reaction Database (ORD), a public repository of structured organic reaction records. describe an organic reaction: reactants, conditions, products, and yield Reactants: CCOC(=O)c1ccccc1, CC#N, Cc1ccccc1, CC[O-], [Na+], O. The product is N#CCC(=O)c1ccccc1. As a reaction SMILES: [C:5]([c:6]1[cH:7][cH:8][cH:9][cH:10][cH:11]1)([O:13][CH2:12][CH3:14])=[O:15].[CH3:16][C:17]#[N:18].[CH3:20][c:21]1[cH:22][cH:23][cH:24][cH:25][cH:26]1.[CH3:2][CH2:3][O-:4].[Na+:1].[OH2:19]>>[C:5]([c:6]1[cH:7][cH:8][cH:9][cH:10][cH:11]1)(=[O:13])[CH2:16][C:17]#[N:18]. Starting materials: ClC=1C=C(C=CC1F)[C@@H](CC#N)NC(OC(C)(C)C)=O ((R)-tert-butyl 1-(3-chloro-4-fluorophenyl)-2-cyanoethylcarbamate), Cl (HCl). Reaction SMILES: [Cl:1][C:2]1[CH:3]=[C:4]([C@H:9]([NH:13]C(=O)OC(C)(C)C)[CH2:10][C:11]#[N:12])[CH:5]=[CH:6][C:7]=1[F:8].Cl>O1CCOCC1>[ClH:1].[NH2:13][C@@H:9]([C:4]1[CH:5]=[CH:6][C:7]([F:8])=[C:2]([Cl:1])[CH:3]=1)[CH2:10][C:11]#[N:12] |f:3.4|. Yields the product Cl.N[C@H](CC#N)C1=CC(=C(C=C1)F)Cl ((R)-3-amino-3-(3-chloro-4-fluorophenyl)propanenitrile hydrochloride). Solvent: O1CCOCC1 (dioxane), O1CCOCC1 (dioxane). Isolated yield 145.4%. Procedure: To a solution of 226 (0.350 g, 1.17 mmol) in dioxane (5 mL) was added 4N HCl in dioxane (2.93 mL, 11.7 mmol) and stirred for 1 h at RT then concentrated to dryness which afforded 0.2 g (72.6%) of (R)-3-amino-3-(3-chloro-4-fluorophenyl)propanenitrile hydrochloride (228), which was used without further purification. Run at time 1 hour. The reactants are BrC=1C=C2C=CC(=CC2=CC1)OC (6-bromo-2-methoxynaphthalene), C(C)(C)(C)[Li] (t-butyllithium), O (H2O), II (iodine). Run in C1CCOC1 (THF). Conditions: time 30 minute. Product: IC=1C=C2C=CC(=CC2=CC1)OC (6-Iodo-2-methoxynaphthalene). Isolated yield 67.1%. As a reaction SMILES: Br[C:2]1[CH:3]=[C:4]2[C:9](=[CH:10][CH:11]=1)[CH:8]=[C:7]([O:12][CH3:13])[CH:6]=[CH:5]2.C([Li])(C)(C)C.[I:19]I.O>C1COCC1>[I:19][C:2]1[CH:3]=[C:4]2[C:9](=[CH:10][CH:11]=1)[CH:8]=[C:7]([O:12][CH3:13])[CH:6]=[CH:5]2. Procedure details: To a solution of 1.00 g (4.22 mmol, Aldrich) of 6-bromo-2-methoxynaphthalene in 10 ml of dry THF at -78° was added dropwise 4.5 ml (1.4M in pentane, 6.3 mmol, Aldrich) of t-butyllithium solution over 10 minutes. The reaction mixture was stirred at -78° for 30 minutes then at 0° for 15 minutes. The resulting yellow solution was re-cooled to -78° then 1.20 g (4.72 mmol, Aldrich) of iodine was added in one portion. The reaction mixture was warmed to room temperature, stirred for 1 hour then added t...